From a dataset of the Open Reaction Database (ORD), a public repository of structured organic reaction records. describe an organic reaction: reactants, conditions, products, and yield The reactants are C1(=CC=CC=C1)OC(NC=1C(=NC=CC1)OC)=O (Phenyl-N-(2-methoxypyridin-3-yl)carbamate), COC1=CC=C(C=C1)N1CCNCC1 (1-(4-methoxyphenyl)piperazine). Yields the product COC1=NC=CC=C1NC(=O)N1CCN(CC1)C1=CC=C(C=C1)OC (1-[(2-methoxypyridin-3-yl)aminocarbonyl]-4-(4-methoxyphenyl)piperazine). The yield is 85.0%. RXN SMILES: C1(O[C:8](=[O:18])[NH:9][C:10]2[C:11]([O:16][CH3:17])=[N:12][CH:13]=[CH:14][CH:15]=2)C=CC=CC=1.[CH3:19][O:20][C:21]1[CH:26]=[CH:25][C:24]([N:27]2[CH2:32][CH2:31][NH:30][CH2:29][CH2:28]2)=[CH:23][CH:22]=1>>[CH3:17][O:16][C:11]1[C:10]([NH:9][C:8]([N:30]2[CH2:29][CH2:28][N:27]([C:24]3[CH:23]=[CH:22][C:21]([O:20][CH3:19])=[CH:26][CH:25]=3)[CH2:32][CH2:31]2)=[O:18])=[CH:15][CH:14]=[CH:13][N:12]=1. Procedure details: Phenyl-N-(2-methoxypyridin-3-yl)carbamate and 1-(4-methoxyphenyl)piperazine were reacted by the same way with the example 1 to obtain the titled compound. Starting materials: N1C=CC2=CC=CC(=C12)C(=O)O (indole-7-carboxylic acid), C(C1=CC=CC=C1)O (benzylalcohol), Cl.CN(CCCN=C=NCC)C (1-[3-(Dimethylamino)propyl]-3-ethylcarbodiimide hydrochloride). Reagents/catalysts: CN(C)C=1C=CN=CC1 (DMAP). Run in C(Cl)Cl (CH2Cl2). The product is C(C1=CC=CC=C1)OC(=O)C=1C=CC=C2C=CNC12 (Benzylindole-7-carboxylate). Yield: 83.4%. Reaction SMILES: [NH:1]1[C:9]2[C:4](=[CH:5][CH:6]=[CH:7][C:8]=2[C:10]([OH:12])=[O:11])[CH:3]=[CH:2]1.[CH2:13](O)[C:14]1[CH:19]=[CH:18][CH:17]=[CH:16][CH:15]=1.Cl.CN(C)CCCN=C=NCC>CN(C1C=CN=CC=1)C.C(Cl)Cl>[CH2:13]([O:11][C:10]([C:8]1[CH:7]=[CH:6][CH:5]=[C:4]2[C:9]=1[NH:1][CH:2]=[CH:3]2)=[O:12])[C:14]1[CH:19]=[CH:18][CH:17]=[CH:16][CH:15]=1 |f:2.3|. Reported procedure: A solution of 0.68 g (4.2 mmol) of indole-7-carboxylic acid, 0.9 g (8.4 mmol) of benzylalcohol 1.03 g (8.4 mmol) of DMAP and 1.6 g (8.4 mmol) of 1-[3-(Dimethylamino)propyl]-3-ethylcarbodiimide hydrochloride (Aldrich) in 30 mL of CH2Cl2 was stirred at rt for 18 h. The reaction mixture was concentrated and the residue was purified by chromatography (silica, hexanes:ethyl acetate 30:1) to give 0.88 g of the title compound.